The task is: describe an organic reaction: reactants, conditions, products, and yield. This data is from the Open Reaction Database (ORD), a public repository of structured organic reaction records. Reactants: Cl.CN(CCCN=C=NCC)C (1-[3-(dimethylamino)propyl]-3-ethylcarbodiimide hydrochloride), C(C)(C)(C)OC([C@@H](N)C)=O (L-alanine tert-butyl ester), N[C@@H](CCSC)C(=O)O (L-methionine), C=1C=CC2=C(C1)N=NN2O (HOBT). The solvent is CN(C)C=O (DMF), C(C)N(CC)CC (triethylamine). Run at time 1 hour. The product is C(C1=CC=CC=C1)OC(=O)N[C@@H](CCSC)C(=O)N[C@@H](C)C(=O)OC(C)(C)C (tert-Butyl N-[(benzyloxy)carbonyl]-L-methionyl-L-alaninate). Yield: 109.3%. As a reaction SMILES: [NH2:1][C@H:2]([C:7]([OH:9])=O)[CH2:3][CH2:4][S:5][CH3:6].Cl.CN(C)CCCN=C=NCC.[CH:22]1[CH:23]=[CH:24][C:25]2N(O)N=N[C:26]=2[CH:27]=1.[C:32]([O:36][C:37](=[O:41])[C@H:38]([CH3:40])[NH2:39])([CH3:35])([CH3:34])[CH3:33]>CN(C=O)C.C(N(CC)CC)C>[CH2:32]([O:36][C:37]([NH:1][C@H:2]([C:7]([NH:39][C@H:38]([C:37]([O:36][C:32]([CH3:35])([CH3:34])[CH3:33])=[O:41])[CH3:40])=[O:9])[CH2:3][CH2:4][S:5][CH3:6])=[O:41])[C:26]1[CH:25]=[CH:24][CH:23]=[CH:22][CH:27]=1 |f:1.2|. Procedure: Z-Protected L-methionine (10 g) was dissolved in DMF (200 ml) and 1-[3-(dimethylamino)propyl]-3-ethylcarbodiimide hydrochloride (8.13 g) was added followed by HOBT (5.72 g) and triethylamine (19.7 ml). The mixture was stirred for 1 h then L-alanine tert-butyl ester (7.7 g) was added and stirring continued for 18 h. The mixture was concentrated under reduced pressure and partitioned between diethyl ether and water. The separated organic phase was washed with hydrochloric acid (1M), saturated sodi... Reactants: COc1ccc(-c2cc(CCC=O)nn2-c2ccccc2)cc1, COc1ccc(N2CCNCC2)cc1, CCN(C(C)C)C(C)C. Yields the product COc1ccc(-c2cc(CCCN3CCN(c4ccc(OC)cc4)CC3)nn2-c2ccccc2)cc1. RXN SMILES: [CH3:1][O:2][c:3]1[cH:4][cH:5][c:6](-[c:9]2[cH:10][c:11]([CH2:20][CH2:21][CH:22]=[O:23])[n:12][n:13]2-[c:14]2[cH:15][cH:16][cH:17][cH:18][cH:19]2)[cH:7][cH:8]1.[CH3:24][O:25][c:26]1[cH:27][cH:28][c:29]([N:32]2[CH2:33][CH2:34][NH:35][CH2:36][CH2:37]2)[cH:30][cH:31]1.[CH:38]([N:39]([CH2:40][CH3:41])[CH:42]([CH3:43])[CH3:44])([CH3:45])[CH3:46]>>[CH3:1][O:2][c:3]1[cH:4][cH:5][c:6](-[c:9]2[cH:10][c:11]([CH2:20][CH2:21][CH2:22][N:35]3[CH2:34][CH2:33][N:32]([c:29]4[cH:28][cH:27][c:26]([O:25][CH3:24])[cH:31][cH:30]4)[CH2:37][CH2:36]3)[n:12][n:13]2-[c:14]2[cH:15][cH:16][cH:17][cH:18][cH:19]2)[cH:7][cH:8]1.